Dataset: the Open Reaction Database (ORD), a public repository of structured organic reaction records. Task: describe an organic reaction: reactants, conditions, products, and yield The reactants are CCOC(=O)Cl, Cc1ccccc1C, Cc1ccccc1C(=O)C1CCN(Cc2ccccc2)CC1. Yields the product CCOC(=O)N1CCC(C(=O)c2ccccc2C)CC1. Reaction SMILES: [C:1]([O:2][CH2:3][CH3:4])(=[O:5])[Cl:6].[CH3:29][c:30]1[cH:31][cH:32][cH:33][cH:34][c:35]1[CH3:36].[CH3:7][c:8]1[c:9]([C:14](=[O:15])[CH:16]2[CH2:17][CH2:18][N:19]([CH2:22][c:23]3[cH:24][cH:25][cH:26][cH:27][cH:28]3)[CH2:20][CH2:21]2)[cH:10][cH:11][cH:12][cH:13]1>>[C:1]([O:2][CH2:3][CH3:4])(=[O:5])[N:19]1[CH2:18][CH2:17][CH:16]([C:14]([c:9]2[c:8]([CH3:7])[cH:13][cH:12][cH:11][cH:10]2)=[O:15])[CH2:21][CH2:20]1.